Task: describe an organic reaction: reactants, conditions, products, and yield. Dataset: the Open Reaction Database (ORD), a public repository of structured organic reaction records Starting materials: S(=O)(Cl)Cl (thionyl chloride), CC1=C(C(=NC(=C1)C1=CC=CC=C1)C1=CC(=CC=C1)[N+](=O)[O-])C(=O)O (4-methyl-2-(3-nitrophenyl)-6-phenyl-3-pyridinecarboxylic acid), CN1CCNCC1 (1-methylpiperazine), [OH-].[Na+] (sodium hydroxide). Solvent: C(Cl)Cl (methylene chloride), O (Water), C(Cl)Cl (methylene chloride), C(Cl)Cl (methylene chloride), CN(C=O)C (N,N-dimethylformamide), C(Cl)Cl (methylene chloride). Reaction conditions: time 2 hour. Product: CC1=C(C(=NC(=C1)C1=CC=CC=C1)C1=CC(=CC=C1)[N+](=O)[O-])C(=O)N1CCN(CC1)C (4-methyl-3-(4 methylpiperazin-1-ylcarbonyl)-2-(3-nitrophenyl)-6-phenylpyrid ine). Isolated yield 55.6%. As a reaction SMILES: [CH3:1][C:2]1[CH:7]=[C:6]([C:8]2[CH:13]=[CH:12][CH:11]=[CH:10][CH:9]=2)[N:5]=[C:4]([C:14]2[CH:19]=[CH:18][CH:17]=[C:16]([N+:20]([O-:22])=[O:21])[CH:15]=2)[C:3]=1[C:23]([OH:25])=O.S(Cl)(Cl)=O.[CH3:30][N:31]1[CH2:36][CH2:35][NH:34][CH2:33][CH2:32]1.[OH-].[Na+]>C(Cl)Cl.O.CN(C)C=O>[CH3:1][C:2]1[CH:7]=[C:6]([C:8]2[CH:13]=[CH:12][CH:11]=[CH:10][CH:9]=2)[N:5]=[C:4]([C:14]2[CH:19]=[CH:18][CH:17]=[C:16]([N+:20]([O-:22])=[O:21])[CH:15]=2)[C:3]=1[C:23]([N:34]1[CH2:35][CH2:36][N:31]([CH3:30])[CH2:32][CH2:33]1)=[O:25] |f:3.4|. Reported procedure: To a mixture of 4-methyl-2-(3-nitrophenyl)-6-phenyl-3-pyridinecarboxylic acid (1.4 g), methylene chloride 14 ml) and N,N-dimethylformamide (2.8 ml) was added a solution of thionyl chloride (0.33 ml) in methylene chloride (3 ml) at 7° C. under ice cooling. After stirring for 2 hours at the same condition, a solution of 1-methylpiperazine (1.05 g) in methylene chloride (7 ml) was added thereto and the mixture was stirred for 2 hours at the same temperature. After adding Water (100 ml) and methylen... Starting materials: Cl(=O)(=O)O (chloric acid), C(C)(C)(C)C1=C(C=C(C=C1)[N+](=O)[O-])Cl (1-tert-butyl-2-chloro-4-nitrobenzene). Reagents/catalysts: [Zn] (zinc). Solvent: C(C)(=O)O (acetic acid). Reaction conditions: temperature 60 celsius, time 1 hour. Product: C(C)(C)(C)C1=C(C=C(N)C=C1)Cl (4-tert-Butyl-3-chloroaniline). Isolated yield 48.9%. RXN SMILES: Cl(O)(=O)=O.[C:5]([C:9]1[CH:14]=[CH:13][C:12]([N+:15]([O-])=O)=[CH:11][C:10]=1[Cl:18])([CH3:8])([CH3:7])[CH3:6]>[Zn].C(O)(=O)C>[C:5]([C:9]1[CH:14]=[CH:13][C:12]([NH2:15])=[CH:11][C:10]=1[Cl:18])([CH3:8])([CH3:6])[CH3:7]. Procedure details: To an acetic acid (7 ml) and conc. chloric acid (2 ml) solution of 1-tert-butyl-2-chloro-4-nitrobenzene (1.67 g, 7.8 mmol) was added zinc powder (4.1 g, 62 mmol) at 60° C. The reaction mixture was stirred at 60° C. for 1 hour. Zinc powder was filtered off and washed with H2O. The filtrate was concentrated in vacuo. The residue was dissolved in ethyl acetate and then the organic layer washed with saturated aqueous solution of sodium bicarbonate and brine, dried over sodium sulfate. After filtrati... The reactants are CCN(C(C)C)C(C)C, Cc1cnc(CN(Cc2ncccc2C(C)(C)c2ccc(Cl)cc2)C2CCNCC2)c(C)c1, CN(C)C=O, O=C(Nc1ncc[nH]1)n1ccnc1. Yields the product Cc1cnc(CN(Cc2ncccc2C(C)(C)c2ccc(Cl)cc2)C2CCN(C(=O)Nc3ncc[nH]3)CC2)c(C)c1. Reaction SMILES: [CH:34]([N:35]([CH2:36][CH3:37])[CH:38]([CH3:39])[CH3:40])([CH3:41])[CH3:42].[Cl:1][c:2]1[cH:3][cH:4][c:5]([C:8]([CH3:9])([CH3:10])[c:11]2[c:12]([CH2:17][N:18]([CH:19]3[CH2:20][CH2:21][NH:22][CH2:23][CH2:24]3)[CH2:25][c:26]3[n:27][cH:28][c:29]([CH3:33])[cH:30][c:31]3[CH3:32])[n:13][cH:14][cH:15][cH:16]2)[cH:6][cH:7]1.[O:56]=[CH:57][N:58]([CH3:59])[CH3:60].[nH:43]1[c:44]([NH:48][C:49](=[O:50])[n:51]2[cH:52][cH:53][n:54][cH:55]2)[n:45][cH:46][cH:47]1>>[Cl:1][c:2]1[cH:3][cH:4][c:5]([C:8]([CH3:9])([CH3:10])[c:11]2[c:12]([CH2:17][N:18]([CH:19]3[CH2:20][CH2:21][N:22]([C:49]([NH:48][c:44]4[nH:43][cH:47][cH:46][n:45]4)=[O:50])[CH2:23][CH2:24]3)[CH2:25][c:26]3[n:27][cH:28][c:29]([CH3:33])[cH:30][c:31]3[CH3:32])[n:13][cH:14][cH:15][cH:16]2)[cH:6][cH:7]1. Reactants: O.NN (hydrazine hydrate), C(C)[C@@H](C1=CC=CC=C1)NC(=O)C1=C(C(=NC2=CC=CC=C12)C1=CC=CC=C1)OCCN1C(C=2C(C1=O)=CC=CC2)=O ((S)-N-(α-ethylbenzyl)-2-phenyl-3-(2-phthalimidoethoxy) quinoline-4-carboxamide), O.NN (hydrazine hydrate). The solvent is CCO (EtOH). Product: C(C)[C@@H](C1=CC=CC=C1)NC(=O)C1=C(C(=NC2=CC=CC=C12)C1=CC=CC=C1)OCCN ((S)-N-(α-ethylbenzyl)-3-(2-aminoethoxy)-2-phenylquinoline-4-carboxamide). Isolated yield 72.3%. Reaction SMILES: [CH2:1]([C@H:3]([NH:10][C:11]([C:13]1[C:22]2[C:17](=[CH:18][CH:19]=[CH:20][CH:21]=2)[N:16]=[C:15]([C:23]2[CH:28]=[CH:27][CH:26]=[CH:25][CH:24]=2)[C:14]=1[O:29][CH2:30][CH2:31][N:32]1C(=O)C2=CC=CC=C2C1=O)=[O:12])[C:4]1[CH:9]=[CH:8][CH:7]=[CH:6][CH:5]=1)[CH3:2].O.NN>CCO>[CH2:1]([C@H:3]([NH:10][C:11]([C:13]1[C:22]2[C:17](=[CH:18][CH:19]=[CH:20][CH:21]=2)[N:16]=[C:15]([C:23]2[CH:24]=[CH:25][CH:26]=[CH:27][CH:28]=2)[C:14]=1[O:29][CH2:30][CH2:31][NH2:32])=[O:12])[C:4]1[CH:9]=[CH:8][CH:7]=[CH:6][CH:5]=1)[CH3:2] |f:1.2|. Reported procedure: 2.2 g (3.9 mmol) of (S)-N-(α-ethylbenzyl)-2-phenyl-3-(2-phthalimidoethoxy) quinoline-4-carboxamide (compound of Description 3) were dissolved in 150 ml of 96% EtOH; the solution was heated to reflux; 0.38 ml (7.8 mmol) of hydrazine hydrate were added and the reaction mixture refluxed for 4 hours. Additional 0.4 ml (8.2 mmol), 0.2 ml (4.1 mmol), 0.2 ml (4.1 mmol), 0.4 ml (8.2 mmol), 0.4 ml (8.2 mmol) of hydrazine hydrate were added every 12 hours while refluxing the reaction mixture. Then it was ... Starting materials: [Al+3], C1CCOC1, CCOC(=O)c1cnc(Cc2cc(OC)ccc2F)c2cc(OC)c(OC)cc12, COc1ccc(F)c(C(=O)c2ncc(C(=O)O)c3cc(OC)c(OC)cc23)c1, [H-], [H-], [H-], [H-], [Li+]. The product is COc1ccc(F)c(Cc2ncc(CO)c3cc(OC)c(OC)cc23)c1. RXN SMILES: [Al+3:59].[CH2:64]1[O:65][CH2:66][CH2:67][CH2:68]1.[F:1][c:2]1[c:3]([CH2:4][c:5]2[n:6][cH:7][c:8]([C:19](=[O:20])[O:21][CH2:22][CH3:23])[c:9]3[cH:10][c:11]([O:17][CH3:18])[c:12]([O:15][CH3:16])[cH:13][c:14]23)[cH:24][c:25]([O:28][CH3:29])[cH:26][cH:27]1.[F:30][c:31]1[cH:32][cH:33][c:34]([O:35][CH3:36])[cH:37][c:38]1[C:39]([c:40]1[c:41]2[c:42]([cH:43][c:44]([O:45][CH3:46])[c:47]([O:48][CH3:49])[cH:50]2)[c:51]([C:52]([OH:53])=[O:54])[cH:55][n:56]1)=[O:57].[H-:58].[H-:61].[H-:62].[H-:63].[Li+:60]>>[F:1][c:2]1[c:3]([CH2:4][c:5]2[n:6][cH:7][c:8]([CH2:19][OH:20])[c:9]3[cH:10][c:11]([O:17][CH3:18])[c:12]([O:15][CH3:16])[cH:13][c:14]23)[cH:24][c:25]([O:28][CH3:29])[cH:26][cH:27]1. Reactants: COC=1C=CC2=C(SC(=C2C(C2=CC=C(C=C2)O)=O)C2=CC=C(C=C2)OC)C1 (6-Methoxy-2-(4-methoxyphenyl)-3-(4-hydroxybenzoyl)benzo[b]thiophene), CCOC(=O)/N=N/C(=O)OCC (DEAD), CN1CC(CCC1)O (1-methyl-3-hydroxypiperidine), C1(=CC=CC=C1)P(C1=CC=CC=C1)C1=CC=CC=C1 (triphenylphosphine). The product is COC=1C=CC2=C(SC(=C2C(C2=CC=C(C=C2)OC2CN(CCC2)C)=O)C2=CC=C(C=C2)OC)C1 (6-Methoxy-2-(4-Methoxyphenyl)-3-(4-[1-Methylpiperidin-3-oxy]benzoyl)benzo[b]thiophene). Yield: 21.0%. RXN SMILES: [CH3:1][O:2][C:3]1[CH:4]=[CH:5][C:6]2[C:10]([C:11](=[O:19])[C:12]3[CH:17]=[CH:16][C:15]([OH:18])=[CH:14][CH:13]=3)=[C:9]([C:20]3[CH:25]=[CH:24][C:23]([O:26][CH3:27])=[CH:22][CH:21]=3)[S:8][C:7]=2[CH:28]=1.[CH3:29][N:30]1[CH2:35][CH2:34][CH2:33][CH:32](O)[CH2:31]1.C1(P(C2C=CC=CC=2)C2C=CC=CC=2)C=CC=CC=1.CCOC(/N=N/C(OCC)=O)=O>>[CH3:1][O:2][C:3]1[CH:4]=[CH:5][C:6]2[C:10]([C:11](=[O:19])[C:12]3[CH:13]=[CH:14][C:15]([O:18][CH:32]4[CH2:33][CH2:34][CH2:35][N:30]([CH3:29])[CH2:31]4)=[CH:16][CH:17]=3)=[C:9]([C:20]3[CH:25]=[CH:24][C:23]([O:26][CH3:27])=[CH:22][CH:21]=3)[S:8][C:7]=2[CH:28]=1. Procedure details: 6-Methoxy-2-(4-methoxyphenyl)-3-(4-hydroxybenzoyl)benzo[b]thiophene (1.17 g, 3.00 mmol), 1-methyl-3-hydroxypiperidine (691 mg, 6.00 mmol), triphenylphosphine (1.57 g, 6.00 mmol), and DEAD (6.0 mmol) were converted to product by the procedure of Example 11 to give 307 mg of the title compound. Yield: 21%. MS(FD) 487(M+). IR (CHCl3) ν max 3010, 2947, 2840, 2795, 1646, 1599, 1476, 1254, 1167. Reactants: FC(CN1CCC(CC1)[C@@H]1[C@@H](C1)CCO)(F)F (2-((1S,2R)-2-[1-(2,2,2-trifluoroethyl)piperidin-4-yl]cyclopropyl)ethanol), [H-].[Na+] (NaH), FC1=CC=C(C=C1)S(=O)(=O)C (1-fluoro-4-(methylsulfonyl)benzene). Run in CN(C)C=O (DMF). Conditions: temperature 50 celsius, time 15 minute. Product: CS(=O)(=O)C1=CC=C(OCC[C@H]2[C@H](C2)C2CCN(CC2)CC(F)(F)F)C=C1 (4-[(1R,2S)-2-{2-[4-(Methylsulfonyl)phenoxy]ethyl}cyclopropyl]-1-(2,2,2-trifluoroethyl)piperidine). Reaction SMILES: [F:1][C:2]([F:17])([F:16])[CH2:3][N:4]1[CH2:9][CH2:8][CH:7]([C@H:10]2[CH2:12][C@H:11]2[CH2:13][CH2:14][OH:15])[CH2:6][CH2:5]1.[H-].[Na+].F[C:21]1[CH:26]=[CH:25][C:24]([S:27]([CH3:30])(=[O:29])=[O:28])=[CH:23][CH:22]=1>CN(C=O)C>[CH3:30][S:27]([C:24]1[CH:25]=[CH:26][C:21]([O:15][CH2:14][CH2:13][C@@H:11]2[CH2:12][C@@H:10]2[CH:7]2[CH2:8][CH2:9][N:4]([CH2:3][C:2]([F:1])([F:16])[F:17])[CH2:5][CH2:6]2)=[CH:22][CH:23]=1)(=[O:29])=[O:28] |f:1.2|. Procedure details: To a solution of 2-((1S,2R)-2-[1-(2,2,2-trifluoroethyl)piperidin-4-yl]cyclopropyl)ethanol (30 mg, 0.119 mmol) in DMF (1 mL) was added NaH (60%, 7.2 mg, 0.179 mmol) at RT. The mixture was stirred for 15 min. 1-fluoro-4-(methylsulfonyl)benzene (20.8 mg, 0.119 mmol) was added to the reaction mixture. It was heated at 50° C. for 3 hours. The reaction was quenched with water, extracted with EtOAc. The organic layer was dried by sodium sulfate and concentrated. The residue was purified by Mass directe...